This data is from the Open Reaction Database (ORD), a public repository of structured organic reaction records. The task is: describe an organic reaction: reactants, conditions, products, and yield The reactants are CC(CC(C(=O)NC=1C=CC2=C(C(=NOC2=O)C)C1)=O)(C)C1=CC=CC=C1 (6-(4-methyl4-phenyl-2-oxo-valeroylamino)-4-methyl-2,3-benzoxazin-1-one), C[Mg]Br (methylmagnesium bromide), [Cl-].[NH4+] (ammonium chloride). Run in O1CCCC1 (tetrahydrofuran). Conditions: time 30 minute. The product is OC(C(=O)NC=1C=CC2=C(C(=NOC2=O)C)C1)(CC(C)(C1=CC=CC=C1)C)C (6-(2-hydroxy-2,4-dimethyl4-phenyl-valeroylamino)-4-methyl-2,3-benzoxazin-1-one). Isolated yield 51.9%. Reaction SMILES: [CH3:1][C:2]([C:22]1[CH:27]=[CH:26][CH:25]=[CH:24][CH:23]=1)([CH3:21])[CH2:3][C:4](=[O:20])[C:5]([NH:7][C:8]1[CH:9]=[CH:10][C:11]2[C:16](=[O:17])[O:15][N:14]=[C:13]([CH3:18])[C:12]=2[CH:19]=1)=[O:6].[CH3:28][Mg]Br.[Cl-].[NH4+]>O1CCCC1>[OH:20][C:4]([CH3:28])([CH2:3][C:2]([CH3:1])([C:22]1[CH:23]=[CH:24][CH:25]=[CH:26][CH:27]=1)[CH3:21])[C:5]([NH:7][C:8]1[CH:9]=[CH:10][C:11]2[C:16](=[O:17])[O:15][N:14]=[C:13]([CH3:18])[C:12]=2[CH:19]=1)=[O:6] |f:2.3|. Procedure: 72 mg of 6-(4-methyl4-phenyl-2-oxo-valeroylamino)-4-methyl-2,3-benzoxazin-1-one in 4 ml of tetrahydrofuran is mixed with 3 ml of methylmagnesium bromide (3 mol) at 0° C. After 30 minutes, ammonium chloride solution is added, the organic phase is separated, dried and concentrated by evaporation. After chromatography on silica gel (hexane/ethyl acetate 1:1), 39 mg of 6-(2-hydroxy-2,4-dimethyl4-phenyl-valeroylamino)-4-methyl-2,3-benzoxazin-1-one, melting point 173-175° C., is obtained. Yields the product C1(CC1)N1C2=C(N=C(C3=C1N=CC=C3)OC)C(=CC=N2)C (11-Cyclopropyl-6-methoxy-4-methyl-11H-dipyrido[3,2-b:2',3'-e][1,4]diazepine). Reactants: [OH-].[Na+] (sodium hydroxide), C(#N)C=1C2=C(N(C3=C(N1)C(=CC=N3)C)C3CC3)N=CC=C2 (6-cyano-11-cyclopropyl-4-methyl-11H-dipyrido[3,2-b:2',3'-e][1,4]diazepine), CO (methanol). Conditions: time 8 hour. Isolated yield 65.0%. Reported procedure: A solution of 2N sodium hydroxide (6 mL, 1.2 mmol) was added in three portions over two hr to a solution of 6-cyano-11-cyclopropyl-4-methyl-11H-dipyrido[3,2-b:2',3'-e][1,4]diazepine (0.30 g, 1.1 mmol) in methanol (50 mL) at room temperature. The mixture was stirred overnight, and then concentrated in vacuo. The residue was dissolved in ethyl acetate (150 mL) and washed succesively with water and brine. After drying (MgSO4), the solution was concentrated and crystallized from acetonitrile to give... RXN SMILES: [OH-:1].[Na+].C([C:5]1[C:6]2[CH:23]=[CH:22][CH:21]=[N:20][C:7]=2[N:8]([CH:17]2[CH2:19][CH2:18]2)[C:9]2[N:15]=[CH:14][CH:13]=[C:12]([CH3:16])[C:10]=2[N:11]=1)#N.[CH3:24]O>>[CH:17]1([N:8]2[C:7]3[N:20]=[CH:21][CH:22]=[CH:23][C:6]=3[C:5]([O:1][CH3:24])=[N:11][C:10]3[C:12]([CH3:16])=[CH:13][CH:14]=[N:15][C:9]2=3)[CH2:19][CH2:18]1 |f:0.1|.